Dataset: the Open Reaction Database (ORD), a public repository of structured organic reaction records. Task: describe an organic reaction: reactants, conditions, products, and yield Starting materials: FC(C=1C=C(N(C)C)C=CC1)(F)F (3-(trifluoromethyl)-N,N-dimethylaniline), CC1=C(S(=O)(=O)O)C=CC(=C1)C.C1(=CC=C(C=C1)S(=O)(=O)OC)C (methyl p-toluenesulfonate (methyl tosylate)). The solvent is CCOCC (ether). The product is S(=O)(=O)([O-])C1=CC=C(C)C=C1.FC(C=1C=C([N+](C)(C)C)C=CC1)(F)F (3-(Trifluoromethyl)-N,N,N-trimethylanilinium tosylate). As a reaction SMILES: [F:1][C:2]([F:13])([F:12])[C:3]1[CH:4]=[C:5]([CH:9]=[CH:10][CH:11]=1)[N:6]([CH3:8])[CH3:7].[CH3:14][C:15]1[CH:24]=[C:23]([CH3:25])[CH:22]=[CH:21][C:16]=1[S:17]([OH:20])(=[O:19])=[O:18].C1(C)C=CC(S(OC)(=O)=O)=CC=1>CCOCC>[S:17]([C:16]1[CH:21]=[CH:22][C:23]([CH3:25])=[CH:24][CH:15]=1)([O-:20])(=[O:19])=[O:18].[F:1][C:2]([F:12])([F:13])[C:3]1[CH:4]=[C:5]([CH:9]=[CH:10][CH:11]=1)[N+:6]([CH3:14])([CH3:8])[CH3:7] |f:1.2,4.5|. Procedure details: A mixture of 8.21 g (43.4 mmol) 3-(trifluoromethyl)-N,N-dimethylaniline and8.43 g (45.3 mmol) methyl p-toluenesulfonate (methyl tosylate) was mixed and heated to 80°±10° C. for 1.5 hr. The mixture was cooled and treated with ether, resulting in a suspension of fine powdery crystals. These were collected by filtration, washed with ether, and driedin a vacuum oven: 7.51 g (46.1%). The product was identified as 3-(trifluoromethyl)-N,N,N-trimethylanilinium tosylate by 1H NMR, IR,MS, and combustion a... The reactants are 50, FC1=CC=CC=C1 (fluorobenzene), [Cl-].[Cl-].[Cl-].[Al+3] (aluminium trichloride), 26.5, C(C)(=O)N1CCC(CC1)CC(=O)Cl (1-acetyl-4-piperidineacetyl chloride), FC1=CC=CC=C1 (fluorobenzene), Cl (hydrochloric acid). Reaction conditions: time 2 hour. The product is 31, C(C)(=O)N1CCC(CC1)CC(=O)C1=CC=C(C=C1)F (2-(1-acetyl-4-piperidinyl)-1-(4-fluorophenyl)ethanone). The yield is 90.0%. Reaction SMILES: [F:1][C:2]1[CH:7]=[CH:6][CH:5]=[CH:4][CH:3]=1.[Cl-].[Cl-].[Cl-].[Al+3].[C:12]([N:15]1[CH2:20][CH2:19][CH:18]([CH2:21][C:22](Cl)=[O:23])[CH2:17][CH2:16]1)(=[O:14])[CH3:13].Cl>>[C:12]([N:15]1[CH2:16][CH2:17][CH:18]([CH2:21][C:22]([C:5]2[CH:6]=[CH:7][C:2]([F:1])=[CH:3][CH:4]=2)=[O:23])[CH2:19][CH2:20]1)(=[O:14])[CH3:13] |f:1.2.3.4|. Procedure: To a stirred mixture of 50 parts of fluorobenzene and 32 parts of aluminium trichloride is added dropwise (slowly) a solution of 26.5 parts of 1-acetyl-4-piperidineacetyl chloride in 50 parts of fluorobenzene. Upon completion, stirring is continued for 2 hours at reflux temperature. The reaction mixture is cooled to room temperature and poured onto a mixture of crushed ice and a hydrochloric acid solution. The aqueous phase is separated and extracted with methylbenzene. The combined organic phas... Starting materials: CC1(C)CC(N)c2cc(-c3ccc(Cl)cc3)c(-c3ccc(Br)cc3Cl)nc2O1, O=C(Cl)CCCBr, ClCCl, [Na+], O=C([O-])O. Yields the product CC1(C)CC(NC(=O)CCCBr)c2cc(-c3ccc(Cl)cc3)c(-c3ccc(Br)cc3Cl)nc2O1. As a reaction SMILES: [Br:1][c:2]1[cH:3][c:4]([Cl:28])[c:5](-[c:8]2[c:9](-[c:21]3[cH:22][cH:23][c:24]([Cl:27])[cH:25][cH:26]3)[cH:10][c:11]3[c:12]([n:13]2)[O:14][C:15]([CH3:19])([CH3:20])[CH2:16][CH:17]3[NH2:18])[cH:6][cH:7]1.[Br:29][CH2:30][CH2:31][CH2:32][C:33](=[O:34])[Cl:35].[Cl:41][CH2:42][Cl:43].[Na+:40].[O-:36][C:37]([OH:38])=[O:39]>>[Br:1][c:2]1[cH:3][c:4]([Cl:28])[c:5](-[c:8]2[c:9](-[c:21]3[cH:22][cH:23][c:24]([Cl:27])[cH:25][cH:26]3)[cH:10][c:11]3[c:12]([n:13]2)[O:14][C:15]([CH3:19])([CH3:20])[CH2:16][CH:17]3[NH:18][C:33]([CH2:32][CH2:31][CH2:30][Br:29])=[O:34])[cH:6][cH:7]1. Reactants: O=C[C@@H](O)[C@H](O)[C@H](O)[C@@H](O)C (L-fucose), C(CCCCCCCCCCCCCCCCC)N (stearylamine). The solvent is C(C)O (ethanol). Yields the product C(CCCCCCCCCCCCCCCCC)NC1[C@@H](O)[C@H](O)[C@H](O)[C@@H](O1)C (N-Octadecyl-L-fucopyranosylamine). As a reaction SMILES: O=[CH:2][C@H:3]([C@@H:5]([C@@H:7]([C@H:9]([CH3:11])[OH:10])[OH:8])[OH:6])[OH:4].[CH2:12]([NH2:30])[CH2:13][CH2:14][CH2:15][CH2:16][CH2:17][CH2:18][CH2:19][CH2:20][CH2:21][CH2:22][CH2:23][CH2:24][CH2:25][CH2:26][CH2:27][CH2:28][CH3:29]>C(O)C>[CH2:12]([NH:30][CH:11]1[O:4][C@@H:3]([CH3:2])[C@@H:5]([OH:6])[C@@H:7]([OH:8])[C@@H:9]1[OH:10])[CH2:13][CH2:14][CH2:15][CH2:16][CH2:17][CH2:18][CH2:19][CH2:20][CH2:21][CH2:22][CH2:23][CH2:24][CH2:25][CH2:26][CH2:27][CH2:28][CH3:29]. Procedure: 3.26 g of L-fucose and 5.38 g of stearylamine were heated at 70° C. in 20 ml of ethanol, with stirring, until a clear solution had formed. The solution was allowed to cool and, when crystallization had ended, the solid was filtered off with suction and washed with ethanol and ether. Starting materials: N1CCCC1 (pyrrolidine), C(C)(C)(C)OC(=O)C=1C(=NC2=CC=C(C=C2C1C1=CC(=CC=C1)C(C)C)Cl)OS(=O)(=O)C(F)(F)F (6-chloro-4-(3-isopropyl-phenyl)-2-trifluoromethanesulfonyloxy-quinoline-3-carboxylic acid tert-butyl ester), C([O-])([O-])=O.[K+].[K+] (potassium carbonate). Procedure details: To a solution of pyrrolidine (0.093 ml, 1.13 mmol) in DMSO (7 ml) was added 6-chloro-4-(3-isopropyl-phenyl)-2-trifluoromethanesulfonyloxy-quinoline-3-carboxylic acid tert-butyl ester (prepared as described in example 78 step C, 400 mg, 0.76 mmol) and potassium carbonate (313 mg, 2.026 mmol) at 25° C. The resulting reaction mixture was stirred at 90° C. for 3 h. The reaction mixture was diluted with water (15 ml), and extracted with EtOAc (2×30 ml). The combined organic layers were dried over anh... The product is C(C)(C)(C)OC(=O)C=1C(=NC2=CC=C(C=C2C1C1=CC(=CC=C1)C(C)C)Cl)N1CCCC1 (6-chloro-4-(3-isopropyl-phenyl)-2-pyrrolidin-1-yl-quinoline-3-carboxylic acid tert-butyl ester). Run in CS(=O)C (DMSO), O (water). Reaction conditions: temperature 90 celsius, time 3 hour. The yield is 72.9%. As a reaction SMILES: [NH:1]1[CH2:5][CH2:4][CH2:3][CH2:2]1.[C:6]([O:10][C:11]([C:13]1[C:14](OS(C(F)(F)F)(=O)=O)=[N:15][C:16]2[C:21]([C:22]=1[C:23]1[CH:28]=[CH:27][CH:26]=[C:25]([CH:29]([CH3:31])[CH3:30])[CH:24]=1)=[CH:20][C:19]([Cl:32])=[CH:18][CH:17]=2)=[O:12])([CH3:9])([CH3:8])[CH3:7].C(=O)([O-])[O-].[K+].[K+]>CS(C)=O.O>[C:6]([O:10][C:11]([C:13]1[C:14]([N:1]2[CH2:5][CH2:4][CH2:3][CH2:2]2)=[N:15][C:16]2[C:21]([C:22]=1[C:23]1[CH:28]=[CH:27][CH:26]=[C:25]([CH:29]([CH3:30])[CH3:31])[CH:24]=1)=[CH:20][C:19]([Cl:32])=[CH:18][CH:17]=2)=[O:12])([CH3:9])([CH3:8])[CH3:7] |f:2.3.4|.